From a dataset of the Open Reaction Database (ORD), a public repository of structured organic reaction records. describe an organic reaction: reactants, conditions, products, and yield Starting materials: C1(=CC=C(C=C1)S(=O)O)C (p-toluenesulfinic acid), COC1=CC=C(C=C1)NC(OCC=C)=O (allyl N-(p-methoxyphenyl)carbamate). Reagents/catalysts: C=1C=CC(=CC1)[P](C=2C=CC=CC2)(C=3C=CC=CC3)[Pd]([P](C=4C=CC=CC4)(C=5C=CC=CC5)C=6C=CC=CC6)([P](C=7C=CC=CC7)(C=8C=CC=CC8)C=9C=CC=CC9)[P](C=1C=CC=CC1)(C=1C=CC=CC1)C=1C=CC=CC1 (Tetrakis(triphenylphosphine)palladium). Run in C(Cl)Cl (methylene chloride). Conditions: time 40 minute. Product: COC1=CC=C(C=C1)N (p-anisidine). Yield: 78.8%. RXN SMILES: C1(C)C=CC(S(O)=O)=CC=1.[CH3:11][O:12][C:13]1[CH:18]=[CH:17][C:16]([NH:19]C(=O)OCC=C)=[CH:15][CH:14]=1>C1C=CC([P]([Pd]([P](C2C=CC=CC=2)(C2C=CC=CC=2)C2C=CC=CC=2)([P](C2C=CC=CC=2)(C2C=CC=CC=2)C2C=CC=CC=2)[P](C2C=CC=CC=2)(C2C=CC=CC=2)C2C=CC=CC=2)(C2C=CC=CC=2)C2C=CC=CC=2)=CC=1.C(Cl)Cl>[CH3:11][O:12][C:13]1[CH:18]=[CH:17][C:16]([NH2:19])=[CH:15][CH:14]=1 |^1:29,31,50,69|. Reported procedure: Tetrakis(triphenylphosphine)palladium (30.3 mg, 26.2 μmol) was added to a methylene chloride solution (3.7 ml) of p-toluenesulfinic acid (64.3 mg, 0.411 mmol) and allyl N-(p-methoxyphenyl)carbamate (77.6 mg, 0.374 mmol) prepared in Preparation 7. The reaction mixture was stirred for 40 minutes at room temperature. The reaction solution was subjected to a silica gel chromatography to obtain p-anisidine (36.3 mg) with a yield of 79%. Starting materials: C(C)OC(C(C#N)(CC1=CC(=C(C(=C1)OC)OC)OC)C=O)OCC (α-Diethoxymethyl-α-formyl-β-(3,4,5-trimethoxyphenyl) propionitrile), NC(=N)N (guanidine). Solvent: C(C)O (ethanol). Conditions: time 8 hour. Product: NC1=NC=C(C(=N1)N)CC1=CC(=C(C(=C1)OC)OC)OC (2,4-diamino-5-(3,4,5-trimethoxybenzyl)pyrimidine). Yield: 67.2%. Reaction SMILES: C(OC(OCC)[C:5]([CH:21]=O)([CH2:8][C:9]1[CH:14]=[C:13]([O:15][CH3:16])[C:12]([O:17][CH3:18])=[C:11]([O:19][CH3:20])[CH:10]=1)[C:6]#[N:7])C.[NH2:26][C:27]([NH2:29])=[NH:28]>C(O)C>[NH2:29][C:27]1[N:28]=[C:6]([NH2:7])[C:5]([CH2:8][C:9]2[CH:14]=[C:13]([O:15][CH3:16])[C:12]([O:17][CH3:18])=[C:11]([O:19][CH3:20])[CH:10]=2)=[CH:21][N:26]=1. Reported procedure: α-Diethoxymethyl-α-formyl-β-(3,4,5-trimethoxyphenyl) propionitrile (35.1 g, 0.10 mol) was added to an ethanolic solution of guanidine (from 0.35 mol of guanidine hydrochloride). The mixture was heated at reflux for a total of 6.5 hours during which time enough ethanol was allowed to boil off to bring the reaction temperature up to 85°. The dark solution was allowed to cool and stand overnight. The mixture was filtered, and the solid was washed with cold ethanol and dried to yield crude product (...